Dataset: the Open Reaction Database (ORD), a public repository of structured organic reaction records. Task: describe an organic reaction: reactants, conditions, products, and yield Reactants: FC1=C(C=CC=C1)C=1N=NN(C1C=O)C (4-(2-fluorophenyl)-1-methyl-1H-1,2,3-triazole-5-carbaldehyde), [BH4-].[Na+] (sodiumborohydride), [Cl-].[NH4+] (ammonium chloride). Solvent: CO (MeOH). Product: FC1=C(C=CC=C1)C=1N=NN(C1CO)C ((4-(2-Fluorophenyl)-1-methyl-1H-1,2,3-triazol-5-yl)methanol). Yield: 86.9%. As a reaction SMILES: [F:1][C:2]1[CH:7]=[CH:6][CH:5]=[CH:4][C:3]=1[C:8]1[N:9]=[N:10][N:11]([CH3:15])[C:12]=1[CH:13]=[O:14].[BH4-].[Na+].[Cl-].[NH4+]>CO>[F:1][C:2]1[CH:7]=[CH:6][CH:5]=[CH:4][C:3]=1[C:8]1[N:9]=[N:10][N:11]([CH3:15])[C:12]=1[CH2:13][OH:14] |f:1.2,3.4|. Reported procedure: To a solution of 4-(2-fluorophenyl)-1-methyl-1H-1,2,3-triazole-5-carbaldehyde (411 mg, 2.0 mmol) in MeOH (42 mL) was added sodiumborohydride (38 mg, 1.00 mmol) under Argon at room temperature and the reaction mixture was allowed to warm up to room temperature over 0.5 h. The mixture was then poured into saturated ammonium chloride solution and extracted with ethyl acetate and the combined organic extracts washed with brine, dried over sodium sulphate, filtered and evaporated. Purification by chr... Starting materials: COC=1C=C(C[Mg]Br)C=CC1 (3-methoxybenzylmagnesium bromide), ClC1=CC=C(CN2C=C(C=CC2=O)C=O)C=C1 (1-(4-chlorobenzyl)-6-oxo-1,6-dihydropyridine-3-carbaldehyde). Solvent: C1CCOC1 (THF). Conditions: time 14 hour. The product is ClC1=CC=C(CN2C(C=CC(=C2)C(C2=CC(=CC=C2)OC)O)=O)C=C1 (1-(4-chlorobenzyl)-5-(hydroxy(3-methoxyphenyl)methyl)pyridin-2(1H)-one). The yield is 64.0%. RXN SMILES: [CH3:1][O:2][C:3]1[CH:4]=[C:5]([CH:9]=[CH:10][CH:11]=1)C[Mg]Br.[Cl:12][C:13]1[CH:28]=[CH:27][C:16]([CH2:17][N:18]2[C:23](=[O:24])[CH:22]=[CH:21][C:20]([CH:25]=[O:26])=[CH:19]2)=[CH:15][CH:14]=1>C1COCC1>[Cl:12][C:13]1[CH:14]=[CH:15][C:16]([CH2:17][N:18]2[CH:19]=[C:20]([CH:25]([OH:26])[C:10]3[CH:9]=[CH:5][CH:4]=[C:3]([O:2][CH3:1])[CH:11]=3)[CH:21]=[CH:22][C:23]2=[O:24])=[CH:27][CH:28]=1. Procedure: According to Scheme 7 Method B: A solution of 3-methoxybenzylmagnesium bromide (1.2 eq, 1.00 mmol, 1.00 mL) was added dropwise to a solution of 1-(4-chlorobenzyl)-1,6-dihydro-6-oxopyridine-3-carbaldehyde (1 eq, 1.21 mmol, 0.30 g, Example 10 Step 1) in THF (15 mL) at −78° C. under a nitrogen atmosphere. The reaction mixture was stirred for 14 hours at room temperature. The resulting mixture was poured onto ice and extracted with CH2Cl2. The organic layer was dried over MgSO4, filtered and evapora... The reactants are C(=O)(OC(C)(C)C)N1CCC(CC1)CCCCOC1=NOC(=C1)C(=O)O (3-[4-(N-BOC-Piperidin-4-yl)butyloxy]isoxazole-5-carboxylic acid), Cl.C1(=CC=CC=C1)S(=O)(=O)N[C@H](C(=O)OC)CN (Methyl 2(S)-(Phenylsulfonylamino)-3-aminopropionate-Hydrochloride), C=1C=CC2=C(C1)N=NN2O (HOBT), CCN(C(C)C)C(C)C (DIEA). Solvent: CN(C)C=O (DMF), C(CCl)Cl (EDC). Conditions: time 72 hour. Yields the product COC([C@H](CNC(=O)C1=CC(=NO1)OCCCCC1CCN(CC1)C(=O)OC(C)(C)C)NS(=O)(=O)C1=CC=CC=C1)=O (3-[4-(N-BOC-Piperidin-4-yl)butyloxy]isoxazole-5-carbonyl-2(S)-phenylsulfonylamino-β-alanine methyl ester). The yield is 72.3%. RXN SMILES: [C:1]([N:8]1[CH2:13][CH2:12][CH:11]([CH2:14][CH2:15][CH2:16][CH2:17][O:18][C:19]2[CH:23]=[C:22]([C:24]([OH:26])=O)[O:21][N:20]=2)[CH2:10][CH2:9]1)([O:3][C:4]([CH3:7])([CH3:6])[CH3:5])=[O:2].Cl.[C:28]1([S:34]([NH:37][C@@H:38]([CH2:43][NH2:44])[C:39]([O:41][CH3:42])=[O:40])(=[O:36])=[O:35])[CH:33]=[CH:32][CH:31]=[CH:30][CH:29]=1.C1C=CC2N(O)N=NC=2C=1.CCN(C(C)C)C(C)C>C(Cl)CCl.CN(C=O)C>[CH3:42][O:41][C:39](=[O:40])[C@@H:38]([NH:37][S:34]([C:28]1[CH:33]=[CH:32][CH:31]=[CH:30][CH:29]=1)(=[O:36])=[O:35])[CH2:43][NH:44][C:24]([C:22]1[O:21][N:20]=[C:19]([O:18][CH2:17][CH2:16][CH2:15][CH2:14][CH:11]2[CH2:10][CH2:9][N:8]([C:1]([O:3][C:4]([CH3:7])([CH3:6])[CH3:5])=[O:2])[CH2:13][CH2:12]2)[CH:23]=1)=[O:26] |f:1.2|. Procedure: A stirred mixture of 4-5 (147 mg, 0.4 mmol), 2-9a (149 mg, 0.4 mmol), HOBT (61 mg, 0.4 mmol), DIEA (215 μL, 1.2 mmol), and DMF (6 mL) at -15° C. was treated with EDC (77 mg, 0.4 mL) followed by removal of the cooling bath. After 72 h, the reaction mixture was diluted with EtOAc and then washed with 1M NaHSO4 and brine, dried (MgSO4), and concentrated. Flash chromatography (silica, 10% acetone/CH2Cl2) gave 4-6 (176 mg) as a viscous oil. Rf 0.24 (silica, 10% acetone/CH2Cl2). Reactants: CCOC(=O)c1[nH]c(C)c(C2=CCN(C)CC2)c1C, CO, [K+], [OH-], O. Yields the product Cc1c[nH]c(C)c1C1=CCN(C)CC1. As a reaction SMILES: [CH2:1]([O:2][C:3](=[O:4])[c:6]1[nH:7][c:8]([CH3:19])[c:9]([C:12]2=[CH:17][CH2:16][N:15]([CH3:18])[CH2:14][CH2:13]2)[c:10]1[CH3:11])[CH3:5].[CH3:23][OH:24].[K+:21].[OH-:20].[OH2:22]>>[cH:6]1[nH:7][c:8]([CH3:19])[c:9]([C:12]2=[CH:17][CH2:16][N:15]([CH3:18])[CH2:14][CH2:13]2)[c:10]1[CH3:11]. The reactants are CO, ClCc1cccnc1, Cl, O=[N+]([O-])c1ccc(S)nc1, [Na+], [OH-]. The product is O=[N+]([O-])c1ccc(SCc2cccnc2)nc1. Reaction SMILES: [CH3:22][OH:23].[Cl:14][CH2:15][c:16]1[cH:17][n:18][cH:19][cH:20][cH:21]1.[ClH:13].[N+:1](=[O:2])([O-:3])[c:4]1[cH:5][cH:6][c:7]([SH:10])[n:8][cH:9]1.[Na+:12].[OH-:11]>>[N+:1](=[O:2])([O-:3])[c:4]1[cH:5][cH:6][c:7]([S:10][CH2:15][c:16]2[cH:17][n:18][cH:19][cH:20][cH:21]2)[n:8][cH:9]1. The reactants are C1CNCCN1, CCOC(=O)c1cn(CC)c2cc(Cl)c(F)cc2c1=O. Yields the product CCOC(=O)c1cn(CC)c2cc(N3CCNCC3)c(F)cc2c1=O. As a reaction SMILES: [CH2:1]1[CH2:2][NH:3][CH2:4][CH2:5][NH:6]1.[CH2:7]([CH3:8])[O:9][C:10](=[O:11])[c:12]1[cH:13][n:14]([CH2:25][CH3:26])[c:15]2[cH:16][c:17]([Cl:24])[c:18]([F:23])[cH:19][c:20]2[c:21]1=[O:22]>>[CH2:1]1[CH2:2][N:3]([c:17]2[cH:16][c:15]3[n:14]([CH2:25][CH3:26])[cH:13][c:12]([C:10]([O:9][CH2:7][CH3:8])=[O:11])[c:21](=[O:22])[c:20]3[cH:19][c:18]2[F:23])[CH2:4][CH2:5][NH:6]1. The reactants are ClC1=C(C=C(C#N)C=C1)C(F)(F)F (4-chloro-3-(trifluoromethyl)benzonitrile), (2Z)-4-oxopent-2-ene 2-oleate, CN1C(CCC1)=O (1-methylpyrrolidin-2-one), Br[Mg]CC(C)C (bromo(isobutyl)magnesium), Cl (HCl). Reagents/catalysts: [Fe+3] (iron(3+)). Run in C(C)OCC (diethyl ether), C1CCOC1 (THF), C(C)OCC (diethyl ether). Conditions: time 30 minute. Yields the product C(C(C)C)C1=C(C=C(C#N)C=C1)C(F)(F)F (4-isobutyl-3-(trifluoromethyl)benzonitrile). Reaction SMILES: Cl[C:2]1[CH:9]=[CH:8][C:5]([C:6]#[N:7])=[CH:4][C:3]=1[C:10]([F:13])([F:12])[F:11].CN1CCCC1=O.Br[Mg][CH2:23][CH:24]([CH3:26])[CH3:25].Cl>C1COCC1.C(OCC)C.[Fe+3]>[CH2:23]([C:2]1[CH:9]=[CH:8][C:5]([C:6]#[N:7])=[CH:4][C:3]=1[C:10]([F:13])([F:12])[F:11])[CH:24]([CH3:26])[CH3:25]. Reported procedure: To a solution of 4-chloro-3-(trifluoromethyl)benzonitrile (1 g) and iron(3+) tris[(2Z)-4-oxopent-2-ene-2-oleate] (86 mg), and 1-methylpyrrolidin-2-one (2.8 ml) in THF (30 ml) was added a solution of 2M bromo(isobutyl)magnesium in diethyl ether (2.9 ml) under ice-cooling. The solution was stirred at room temperature for 30 minutes, and diluted with diethyl ether (30 ml), and then 1M HCl was carefully added thereto to complete the reaction. The reaction solution was extracted with EtOAc (100 ml), ... Reactants: CC1CNCC(C)N1CCCNc1ncc(Cl)c(-c2cc3c(C(=O)NC4CC4)cccc3s2)n1, Cc1cnc(Cl)nc1-c1cc2c(C(=O)NC3CC3)cccc2s1, CC1CN(C(c2ccccc2)c2ccccc2)CC(C)N1CCCN. Product: Cc1cnc(NCCCN2C(C)CNCC2C)nc1-c1cc2c(C(=O)NC3CC3)cccc2s1. As a reaction SMILES: [CH:1]1([NH:4][C:5](=[O:6])[c:7]2[cH:8][cH:9][cH:10][c:11]3[s:12][c:13](-[c:16]4[n:17][c:18]([NH:23][CH2:24][CH2:25][CH2:26][N:27]5[CH:28]([CH3:34])[CH2:29][NH:30][CH2:31][CH:32]5[CH3:33])[n:19][cH:20][c:21]4[Cl:22])[cH:14][c:15]23)[CH2:2][CH2:3]1.[CH:35]1([NH:36][C:37]([c:38]2[c:39]3[cH:40][c:41](-[c:42]4[c:43]([CH3:44])[cH:45][n:46][c:47]([Cl:48])[n:49]4)[s:50][c:51]3[cH:52][cH:53][cH:54]2)=[O:55])[CH2:56][CH2:57]1.[CH:58]([N:59]1[CH2:60][CH:61]([CH3:62])[N:63]([CH2:64][CH2:65][CH2:66][NH2:67])[CH:68]([CH3:69])[CH2:70]1)([c:71]1[cH:72][cH:73][cH:74][cH:75][cH:76]1)[c:77]1[cH:78][cH:79][cH:80][cH:81][cH:82]1>>[CH:1]1([NH:4][C:5](=[O:6])[c:7]2[cH:8][cH:9][cH:10][c:11]3[s:12][c:13](-[c:16]4[n:17][c:18]([NH:23][CH2:24][CH2:25][CH2:26][N:27]5[CH:28]([CH3:34])[CH2:29][NH:30][CH2:31][CH:32]5[CH3:33])[n:19][cH:20][c:21]4[CH3:35])[cH:14][c:15]23)[CH2:2][CH2:3]1. Procedure: 7-Methoxy-1,2,3,4-tetrahydronaphthalen-1-one (5 g) was dissolved in methanol and sodium tetrahydroborate (1.3 g) was added thereto at 0° C. After reacting at room temperature for 2 hr, the reaction solution was partitioned between ethyl acetate and water. The ethyl acetate layer was washed with water, dried and concentrated under reduced pressure to give the title compound (5.19 g) as a colorless oil. (280-2) 1-(4-Acetylpiperazin-1-yl)-7-methoxy-1,2,3,4-tetrahydronaphthalene Starting materials: COC1=CC=C2CCCC(C2=C1)=O (7-Methoxy-1,2,3,4-tetrahydronaphthalen-1-one), [BH4-].[Na+] (sodium tetrahydroborate). The yield is 102.6%. Run at time 2 hour. The product is OC1CCCC2=CC=C(C=C12)OC (1-Hydroxy-7-methoxy-1,2,3,4-tetrahydronaphthalene). RXN SMILES: [CH3:1][O:2][C:3]1[CH:12]=[C:11]2[C:6]([CH2:7][CH2:8][CH2:9][C:10]2=[O:13])=[CH:5][CH:4]=1.[BH4-].[Na+]>CO>[OH:13][CH:10]1[C:11]2[C:6](=[CH:5][CH:4]=[C:3]([O:2][CH3:1])[CH:12]=2)[CH2:7][CH2:8][CH2:9]1 |f:1.2|. Solvent: CO (methanol). Starting materials: O=C([O-])[O-], COC(=O)c1ccc(CO)cc1, Cc1ccccc1, Fc1cc2nc(-c3cccnc3Cl)n(CC3CCCCC3)c2cc1F, [Cs+], [Cs+], CC(=O)[O-], CC(=O)[O-], [Pd+2], c1ccc(P(c2ccccc2)c2ccc3ccccc3c2-c2c(P(c3ccccc3)c3ccccc3)ccc3ccccc23)cc1. The product is COC(=O)c1ccc(COc2ncccc2-c2nc3cc(F)c(F)cc3n2CC2CCCCC2)cc1. RXN SMILES: [C:84](=[O:85])([O-:86])[O-:87].[CH3:1][O:2][C:3]([c:4]1[cH:5][cH:6][c:7]([CH2:10][OH:11])[cH:8][cH:9]1)=[O:12].[CH3:90][c:91]1[cH:92][cH:93][cH:94][cH:95][cH:96]1.[Cl:59][c:60]1[n:61][cH:62][cH:63][cH:64][c:65]1-[c:66]1[n:67][c:68]2[c:69]([n:70]1[CH2:71][CH:72]1[CH2:73][CH2:74][CH2:75][CH2:76][CH2:77]1)[cH:78][c:79]([F:83])[c:80]([F:82])[cH:81]2.[Cs+:88].[Cs+:89].[O-:102][C:103]([CH3:104])=[O:105].[O-:98][C:99]([CH3:100])=[O:101].[Pd+2:97].[c:13]1([P:14]([c:15]2[cH:16][cH:17][cH:18][cH:19][cH:20]2)[c:21]2[cH:22][cH:23][c:24]3[c:25]([cH:26][cH:27][cH:28][cH:29]3)[c:30]2-[c:31]2[c:32]3[c:33]([cH:34][cH:35][cH:36][cH:37]3)[cH:38][cH:39][c:40]2[P:41]([c:42]2[cH:43][cH:44][cH:45][cH:46][cH:47]2)[c:48]2[cH:49][cH:50][cH:51][cH:52][cH:53]2)[cH:54][cH:55][cH:56][cH:57][cH:58]1>>[CH3:1][O:2][C:3]([c:4]1[cH:5][cH:6][c:7]([CH2:10][O:11][c:60]2[n:61][cH:62][cH:63][cH:64][c:65]2-[c:66]2[n:67][c:68]3[c:69]([n:70]2[CH2:71][CH:72]2[CH2:73][CH2:74][CH2:75][CH2:76][CH2:77]2)[cH:78][c:79]([F:83])[c:80]([F:82])[cH:81]3)[cH:8][cH:9]1)=[O:12].